Dataset: the Open Reaction Database (ORD), a public repository of structured organic reaction records. Task: describe an organic reaction: reactants, conditions, products, and yield Reactants: O (water), CNS(=O)(=O)C1=C(C=CC=C1)[N+](=O)[O-] (N-methyl-2-nitrobenzenesulfonamide), FC(=C(F)F)F (tetrafluoroethylene), [OH-].[K+] (potassium hydroxide). Solvent: CN(C=O)C (dimethylformamide). Product: CN(S(=O)(=O)C1=C(C=CC=C1)[N+](=O)[O-])C(C(F)F)(F)F (N-methyl-N-(1,1,2,2-tetrafluoroethyl)-2-nitrobenzenesulfonamide). Isolated yield 80.8%. Reaction SMILES: [CH3:1][NH:2][S:3]([C:6]1[CH:11]=[CH:10][CH:9]=[CH:8][C:7]=1[N+:12]([O-:14])=[O:13])(=[O:5])=[O:4].[F:15][C:16]([F:20])=[C:17]([F:19])[F:18].[OH-].[K+].O>CN(C)C=O>[CH3:1][N:2]([C:17]([F:19])([F:18])[CH:16]([F:20])[F:15])[S:3]([C:6]1[CH:11]=[CH:10][CH:9]=[CH:8][C:7]=1[N+:12]([O-:14])=[O:13])(=[O:5])=[O:4] |f:2.3|. Reported procedure: A solution of 72 g of N-methyl-2-nitrobenzenesulfonamide, 35 g of tetrafluoroethylene and 4 g of powdered potassium hydroxide in 150 ml of dimethylformamide was heated at 85° for 3 hours in a pressure vessel. The reaction mixture was cooled to 25° and poured into 800 ml of water. A heavy oil was separated and the aqueous layer extracted with 150 ml of 1-chlorobutane. The heavy oil, the 1-chlorobutane extract and an additional 300 ml of 1-chlorobutane were combined and washed three times with wat... The reactants are C(C1=CC=CC=C1)N1CCC(CC1)O (1-benzyl-4-piperidinol), FC1=C(C=CC=C1)C (o-fluorotoluene). Yields the product C(C1=CC=CC=C1)N1CCC(CC1)OC1=C(C=CC=C1)C (1-benzyl-4-(o-tolyloxy) piperidine). RXN SMILES: [CH2:1]([N:8]1[CH2:13][CH2:12][CH:11]([OH:14])[CH2:10][CH2:9]1)[C:2]1[CH:7]=[CH:6][CH:5]=[CH:4][CH:3]=1.F[C:16]1[CH:21]=[CH:20][CH:19]=[CH:18][C:17]=1[CH3:22]>>[CH2:1]([N:8]1[CH2:13][CH2:12][CH:11]([O:14][C:16]2[CH:21]=[CH:20][CH:19]=[CH:18][C:17]=2[CH3:22])[CH2:10][CH2:9]1)[C:2]1[CH:3]=[CH:4][CH:5]=[CH:6][CH:7]=1. Reported procedure: By following the manipulative procedure described in Example 1(a), 21.0 g of 1-benzyl-4-piperidinol and 24.0 g of o-fluorotoluene produces a yellow oil fraction which boils at 161°-163° C., 0.09 mm. This oil solidifies slowly upon standing and is recrystallized from petroleum ether (b.p. 30°-60°) to give white crystals of 1-benzyl-4-(o-tolyloxy) piperidine. Reactants: O.N1(C=NC=C1)C1=C2NC(C(NC2=CC(=C1)N1C=NC=C1)=O)=O (5,7-di-(1-imidazolyl)quinoxaline-2,3-(1H,4H)-dione hydrate), [N+](=O)([O-])[O-].[K+] (potassium nitrate), [OH-].[Na+] (sodium hydroxide). Solvent: S(O)(O)(=O)=O (sulfuric acid), ice water. Conditions: time 30 minute. The product is N1(C=NC=C1)C1=C2NC(C(NC2=CC(=C1[N+](=O)[O-])N1C=NC=C1)=O)=O (5,7-di(1-imidazolyl)-6-nitroquinoxaline-2,3-(1H,4H)-dione). The yield is 39.4%. RXN SMILES: O.[N:2]1([C:7]2[CH:16]=[C:15]([N:17]3[CH:21]=[CH:20][N:19]=[CH:18]3)[CH:14]=[C:13]3[C:8]=2[NH:9][C:10](=[O:23])[C:11](=[O:22])[NH:12]3)[CH:6]=[CH:5][N:4]=[CH:3]1.[N+:24]([O-])([O-:26])=[O:25].[K+].[OH-].[Na+]>S(=O)(=O)(O)O>[N:2]1([C:7]2[C:16]([N+:24]([O-:26])=[O:25])=[C:15]([N:17]3[CH:21]=[CH:20][N:19]=[CH:18]3)[CH:14]=[C:13]3[C:8]=2[NH:9][C:10](=[O:23])[C:11](=[O:22])[NH:12]3)[CH:6]=[CH:5][N:4]=[CH:3]1 |f:0.1,2.3,4.5|. Procedure details: In 3 ml of concentrated sulfuric acid was dissolved 290 mg of 5,7-di-(1-imidazolyl)quinoxaline-2,3-(1H,4H)-dione hydrate followed by addition of 220 mg of potassium nitrate with ice-cooling. After cooling to room temperature, the reaction mixture was further stirred at 80° C. for 30 minutes. After cooling to room temperature, the reaction mixture was poured in ice-water and adjusted to pH 7 with sodium hydroxide. The resulting crystals were recovered by filtration and washed with water to provid...